From a dataset of the Open Reaction Database (ORD), a public repository of structured organic reaction records. describe an organic reaction: reactants, conditions, products, and yield The reactants are ice water, CC(C)(C)OC (MTBE), ClC1=NC=CC(=C1)O (2-chloropyridin-4-ol), C(=O)([O-])[O-].[K+].[K+] (K2CO3), FC1=C(C=C(C(=C1)[N+](=O)[O-])F)F (1,2,4-trifluoro-5-nitrobenzene). The solvent is CN(C)C=O (DMF). Reaction conditions: time 10 minute. Yields the product ClC1=NC=CC(=C1)OC1=C(C=C(C(=C1)F)[N+](=O)[O-])F (2-chloro-4-(2,5-difluoro-4-nitrophenoxy)pyridine). Yield: 74.4%. RXN SMILES: [Cl:1][C:2]1[CH:7]=[C:6]([OH:8])[CH:5]=[CH:4][N:3]=1.C([O-])([O-])=O.[K+].[K+].[F:15][C:16]1[CH:21]=[C:20]([N+:22]([O-:24])=[O:23])[C:19]([F:25])=[CH:18][C:17]=1F.CC(OC)(C)C>CN(C=O)C>[Cl:1][C:2]1[CH:7]=[C:6]([O:8][C:17]2[CH:18]=[C:19]([F:25])[C:20]([N+:22]([O-:24])=[O:23])=[CH:21][C:16]=2[F:15])[CH:5]=[CH:4][N:3]=1 |f:1.2.3|. Reported procedure: To a solution of 2-chloropyridin-4-ol (100 g, 772 mmol) in anhydrous DMF (2 L) was added K2CO3 (128 g, 926 mmol) in one portion at RT. The mixture was stirred for 10 min at RT, and was then treated with 1,2,4-trifluoro-5-nitrobenzene (88 mL, 772 mmol) slowly over 10 min. The internal temp of the reaction mixture was maintained below 24° C. during the addition. The reaction was stirred at RT for 1 h and then it was stopped by adding ice/water (10 L). The mixture was stirred for 2 h and then filte...